The task is: describe an organic reaction: reactants, conditions, products, and yield. This data is from the Open Reaction Database (ORD), a public repository of structured organic reaction records. Reactants: O=C([O-])[O-], CC(=O)[O-], CS(C)=O, CC#N, [K+], OB(O)c1cccc(N2CCCCC2)c1, Cn1cc(NC(=O)c2nc(Br)ccc2N)cn1, [Na+], [Na+]. Product: Cn1cc(NC(=O)c2nc(-c3cccc(N4CCCCC4)c3)ccc2N)cn1. As a reaction SMILES: [C:33](=[O:34])([O-:35])[O-:36].[CH3:40][C:41](=[O:42])[O-:43].[CH3:44][S:45]([CH3:46])=[O:47].[CH3:48][C:49]#[N:50].[K+:39].[N:18]1([c:24]2[cH:25][c:26]([B:30]([OH:31])[OH:32])[cH:27][cH:28][cH:29]2)[CH2:19][CH2:20][CH2:21][CH2:22][CH2:23]1.[NH2:1][c:2]1[c:3]([C:9](=[O:10])[NH:11][c:12]2[cH:13][n:14][n:15]([CH3:17])[cH:16]2)[n:4][c:5]([Br:8])[cH:6][cH:7]1.[Na+:37].[Na+:38]>>[NH2:1][c:2]1[c:3]([C:9](=[O:10])[NH:11][c:12]2[cH:13][n:14][n:15]([CH3:17])[cH:16]2)[n:4][c:5](-[c:26]2[cH:25][c:24]([N:18]3[CH2:19][CH2:20][CH2:21][CH2:22][CH2:23]3)[cH:29][cH:28][cH:27]2)[cH:6][cH:7]1. Reactants: OC1(CC=CC=2C[C@@H]3[C@@]4(CCC(C[C@@]4(C12)CCN3C)=O)O)OC (4,14-dihydroxy-4-methoxy-N-methylmorphinan-6-one), C(=O)([O-])[O-].[K+].[K+] (K2CO3). The reagents and catalysts are [Cl-].C1(=CC=CC=C1)[N+](C)(C)C (phenyltrimethylammonium chloride). Run in CN(C)C=O (DMF). Run at temperature 90 celsius, time 4 hour. Yields the product O[C@@]12CCC(C[C@]13C=1C(=CC=CC1C[C@H]2N(CC3)C)OC)=O (14-Hydroxy-4-methoxy-N-methylmorphinan-6-one). Yield: 91.0%. As a reaction SMILES: O[C:2]1([O:22][CH3:23])[C:15]2[C@:14]34[CH2:16][CH2:17][N:18]([CH3:19])[C@@H:8]([C@:9]3([OH:21])[CH2:10][CH2:11][C:12](=[O:20])[CH2:13]4)[CH2:7][C:6]=2[CH:5]=[CH:4][CH2:3]1.C([O-])([O-])=O.[K+].[K+]>CN(C=O)C.[Cl-].C1([N+](C)(C)C)C=CC=CC=1>[OH:21][C@:9]12[C@@H:8]3[N:18]([CH3:19])[CH2:17][CH2:16][C@:14]1([C:15]1[C:2]([O:22][CH3:23])=[CH:3][CH:4]=[CH:5][C:6]=1[CH2:7]3)[CH2:13][C:12](=[O:20])[CH2:11][CH2:10]2 |f:1.2.3,5.6|. Procedure: To a solution of 2.2 g (7.66 mmol) 4,14-dihydroxy-4-methoxy-N-methylmorphinan-6-one in 50 ml dry DMF were added 2.12 g (15.34 mmol) anhydrous K2CO3 and 3.96 g (23.07 mmol) phenyltrimethylammonium chloride and this mixture was stirred at 90° C. (bath temperature) for 4 h. After cooling to room temperature, the mixture was filtered, washed with CHCl3 and evaporated (90° C. bath temperature). The residue was partitioned between ethyl acetate and water, the organic layer separated and washed with wa... The reactants are O=Cn1nnc2ccccc21, ClCCl, Cc1cc(C)cc(NC(=O)c2cccnc2SCc2ccnc(N)c2)c1, C1CCOC1. Yields the product Cc1cc(C)cc(NC(=O)c2cccnc2SCc2ccnc(NC=O)c2)c1. As a reaction SMILES: [CH:27](=[O:28])[n:29]1[c:30]2[cH:31][cH:32][cH:33][cH:34][c:35]2[n:36][n:37]1.[Cl:43][CH2:44][Cl:45].[NH2:1][c:2]1[n:3][cH:4][cH:5][c:6]([CH2:8][S:9][c:10]2[n:11][cH:12][cH:13][cH:14][c:15]2[C:16](=[O:17])[NH:18][c:19]2[cH:20][c:21]([CH3:26])[cH:22][c:23]([CH3:25])[cH:24]2)[cH:7]1.[O:38]1[CH2:39][CH2:40][CH2:41][CH2:42]1>>[NH:1]([c:2]1[n:3][cH:4][cH:5][c:6]([CH2:8][S:9][c:10]2[n:11][cH:12][cH:13][cH:14][c:15]2[C:16](=[O:17])[NH:18][c:19]2[cH:20][c:21]([CH3:26])[cH:22][c:23]([CH3:25])[cH:24]2)[cH:7]1)[CH:27]=[O:28]. Reactants: C1=C2N(C=N1)CCC2=O (5,6-dihydro-7H-pyrrolo[1,2-c]imidazol-7-one), BrC=1C=C2C=CC(=CC2=CC1)C(=O)O (6-Bromo-2-naphthoic acid), CCCCCC.C(CCC)[Li] (n-butyl lithium hexane), [Cl-].[NH4+] (ammonium chloride). Solvent: C1CCOC1 (THF), C(C)(=O)OCC (ethyl acetate), C1CCOC1 (THF). Conditions: temperature -100 celsius. Product: OC1(CCN2C=NC=C21)C=2C=C1C=CC(=CC1=CC2)C(=O)N (6-(7-hydroxy-6,7-dihydro-5H-pyrrolo[1,2-c]imidazol-7-yl)-2-naphthamide). Reaction SMILES: Br[C:2]1[CH:3]=[C:4]2[C:9](=[CH:10][CH:11]=1)[CH:8]=[C:7]([C:12]([OH:14])=O)[CH:6]=[CH:5]2.CCCCCC.C([Li])CCC.[CH:26]1[N:30]=[CH:29][N:28]2[CH2:31][CH2:32][C:33](=[O:34])[C:27]=12.[Cl-].[NH4+:36]>C1COCC1.C(OCC)(=O)C>[OH:34][C:33]1([C:2]2[CH:3]=[C:4]3[C:9](=[CH:10][CH:11]=2)[CH:8]=[C:7]([C:12]([NH2:36])=[O:14])[CH:6]=[CH:5]3)[C:27]2[N:28]([CH:29]=[N:30][CH:26]=2)[CH2:31][CH2:32]1 |f:1.2,4.5|. Procedure: 6-Bromo-2-naphthoic acid (1.51 g) was dissolved in dry THF (50 ml) and the mixture was cooled in a liquid nitrogen/diethyl ether bath to −100° C. With stirring the mixture, an n-butyl lithium hexane solution (1.6M; 7.88 ml) was added dropwise at not more than −95° C. over 5 min. The mixture was stirred at −100° C. for 30 min and at −80° C. for 10 min. Thereafter, the mixture was cooled again to −100° C. and a solution of 5,6-dihydro-7H-pyrrolo[1,2-c]imidazol-7-one (0.61 g) in dry THF (11 ml) was... Run in ClCCl (dichloromethane). The reactants are FC(C(=O)O)(F)F (trifluoroacetic acid), ClC1=C(OC2=CC3=C(N(C(C(O3)(C)C(CO)=O)=O)C)C=C2)C(=CC(=C1)C(F)(F)F)F (7-(2-chloro-6-fluoro-4-trifluoromethylphenoxy)-2,4-dimethyl-2-hydroxyacetyl-3,4-dihydro-3-oxo-2H-1,4-benzoxazine), Cl (hydrochloric acid), ClC1=C(OC2=CC3=C(N(C(C(O3)(C)C(CO)=O)=O)C)C=C2)C(=CC(=C1)C(F)(F)F)F (7-(2-chloro-6-fluoro-4-trifluoromethylphenoxy)-2,4-dimethyl-2-hydroxyacetyl-3,4-dihydro-3-oxo-2H-1,4-benzoxazine). The product is ClC1=C(OC2=CC3=C(N(C(C(O3)(C)C(CCl)=O)=O)C)C=C2)C(=CC(=C1)C(F)(F)F)F (7-(2-chloro-6-fluoro-4-trifluoromethylphenoxy)-2,4-dimethyl-2-chloroacetyl-3,4-dihydro-3-oxo-2H-1,4-benzoxazine). Reported procedure: In Example 15, dichloromethane was used as the solvent, and trifluoroacetic acid or conc. hydrochloric acid was used in place of hydroiodic acid, and 7-(2-chloro-6-fluoro-4-trifluoromethylphenoxy)-2,4-dimethyl-2-hydroxyacetyl-3,4-dihydro-3-oxo-2H-1,4-benzoxazine (Compound 95) and 7-(2-chloro-6-fluoro-4-trifluoromethylphenoxy)-2,4-dimethyl-2-chloroacetyl-3,4-dihydro-3-oxo-2H-1,4-benzoxazine (Compound 97) were obtained. As a reaction SMILES: FC(F)(F)C(O)=O.[ClH:8].[Cl:9][C:10]1[CH:33]=[C:32]([C:34]([F:37])([F:36])[F:35])[CH:31]=[C:30]([F:38])[C:11]=1[O:12][C:13]1[CH:29]=[CH:28][C:16]2[N:17]([CH3:27])[C:18](=[O:26])[C:19]([C:22](=[O:25])[CH2:23]O)([CH3:21])[O:20][C:15]=2[CH:14]=1>ClCCl>[Cl:9][C:10]1[CH:33]=[C:32]([C:34]([F:37])([F:36])[F:35])[CH:31]=[C:30]([F:38])[C:11]=1[O:12][C:13]1[CH:29]=[CH:28][C:16]2[N:17]([CH3:27])[C:18](=[O:26])[C:19]([C:22](=[O:25])[CH2:23][Cl:8])([CH3:21])[O:20][C:15]=2[CH:14]=1. The reactants are ClC=1C=CC(=C(C=O)C1)[N+](=O)[O-] (5-chloro-2-nitrobenzaldehyde), C1(=CC=CC=C1)C (toluene), O.C1(=CC=C(C=C1)S(=O)(=O)O)C (p-toluenesulfonic acid monohydrate). Solvent: O (water). Conditions: time 2 hour. The product is C(C)OC(C1=C(C=CC(=C1)Cl)[N+](=O)[O-])OCC (5-chloro-2-nitrobenzaldehyde diethyacetal). The yield is 93.0%. RXN SMILES: [Cl:1][C:2]1[CH:3]=[CH:4][C:5]([N+:10]([O-:12])=[O:11])=[C:6]([CH:9]=1)[CH:7]=[O:8].[C:13]1([CH3:19])C=CC=CC=1.[OH2:20].[C:21]1(C)C=CC(S(O)(=O)=O)=C[CH:22]=1>O>[CH2:21]([O:8][CH:7]([O:20][CH2:13][CH3:19])[C:6]1[CH:9]=[C:2]([Cl:1])[CH:3]=[CH:4][C:5]=1[N+:10]([O-:12])=[O:11])[CH3:22] |f:2.3|. Procedure: A mixture of 5-chloro-2-nitrobenzaldehyde (5.0 g), toluene (50 ml), p-toluenesulfonic acid monohydrate (25 mg) was heated under stirring for 2 hours by dehydrating water which was formed in the course of reaction. The solvent was distilled under reduced pressure and the residue was column chromatographed (hexane/ethyl acetate: 8/1) to give 6.5 g of the pure title compound (93%). RXN SMILES: [Br:1][C:2]1[CH:3]=[N:4][CH:5]=[CH:6][C:7]=1[CH2:8][CH:9]1[CH2:18][CH2:17][C:16]2[C:11](=[CH:12][CH:13]=[C:14]([O:19][CH3:20])[CH:15]=2)[C:10]1=[O:21].[CH3:22][C:23]1[CH:24]=[C:25]([CH:28]=[CH:29][CH:30]=1)[CH2:26]Br>>[Br-:1].[Br:1][C:2]1[CH:3]=[N+:4]([CH2:22][C:23]2[CH:24]=[C:25]([CH3:26])[CH:28]=[CH:29][CH:30]=2)[CH:5]=[CH:6][C:7]=1[CH2:8][CH:9]1[CH2:18][CH2:17][C:16]2[C:11](=[CH:12][CH:13]=[C:14]([O:19][CH3:20])[CH:15]=2)[C:10]1=[O:21] |f:2.3|. The product is [Br-].BrC=1C=[N+](C=CC1CC1C(C2=CC=C(C=C2CC1)OC)=O)CC=1C=C(C=CC1)C (2-[[3-bromo-1-(m-tolylmethyl)pyridin-1-ium-4-yl]methyl]-6-methoxy-tetralin-1-one bromide). Starting materials: BrC=1C=NC=CC1CC1C(C2=CC=C(C=C2CC1)OC)=O (2-[(3-bromo-4-pyridyl)methyl]-6-methoxy-tetralin-1-one), CC=1C=C(CBr)C=CC1 (3-methylbenzyl bromide). Procedure details: The title compound 118 is prepared according to the procedure reported in Example 38.1 with compound 99 (67 mg, 0.2 mmol) and 3-methylbenzyl bromide as reactants. White solid. (Yield 82.5 mg, 56%). Reactants: [Li+].[OH-] (LiOH), COC(=O)C1=CN(C=2N(C(C=C(C2C1=O)NC1=C(C=C(C=C1)I)F)=O)C)C (5-(2-Fluoro-4-iodo-phenylamino)-1,8-dimethyl-4,7-dioxo-1,4,7,8-tetrahydro-[1,8]naphthyridine-3-carboxylic acid methyl ester). The solvent is CO (MeOH). Conditions: time 2 hour. Yields the product FC1=C(C=CC(=C1)I)NC=1C=2C(C(=CN(C2N(C(C1)=O)C)C)C(=O)O)=O (5-(2-Fluoro-4-iodo-phenylamino)-1,8-dimethyl-4,7-dioxo-1,4,7,8-tetrahydro-[1,8]naphthyridine-3-carboxylic acid). Isolated yield 4.1%. Reaction SMILES: [Li+].[OH-].C[O:4][C:5]([C:7]1[C:16](=[O:17])[C:15]2[C:14]([NH:18][C:19]3[CH:24]=[CH:23][C:22]([I:25])=[CH:21][C:20]=3[F:26])=[CH:13][C:12](=[O:27])[N:11]([CH3:28])[C:10]=2[N:9]([CH3:29])[CH:8]=1)=[O:6]>CO>[F:26][C:20]1[CH:21]=[C:22]([I:25])[CH:23]=[CH:24][C:19]=1[NH:18][C:14]1[C:15]2[C:16](=[O:17])[C:7]([C:5]([OH:6])=[O:4])=[CH:8][N:9]([CH3:29])[C:10]=2[N:11]([CH3:28])[C:12](=[O:27])[CH:13]=1 |f:0.1|. Reported procedure: An aqueous LiOH solution (2N, 0.08 mL) was added to a stirring solution of example 31 (10 mg, 0.021 mmol) in MeOH (0.15 mL). The reaction mixture was stirred at r.t. for 2 h. Purification by preparative HPLC mass triggered gave 0.4 mg (4%) of the title compound as a light yellow solid. 1H NMR (400 MHz, CDCl3): δ 14.29 (s, 1H), 11.06 (s, 1H), 8.47 (s, 1H), 7.51-7.56 (m, 2H), 7.17 (t, 1H, J=8.4 Hz), 5.73 (s, 1H), 3.95 (s, 3H), 3.63 (s, 3H). MS (ES) [m+H] calc'd for C17H13FIN3O4, 470; found 470.